Dataset: the Open Reaction Database (ORD), a public repository of structured organic reaction records. Task: describe an organic reaction: reactants, conditions, products, and yield The reactants are Brc1cscc1Br, CCNCC, C#CCCCCCC, I[Cu]I, c1ccc(P(c2ccccc2)c2ccccc2)cc1. Product: CCCCCCC#Cc1cscc1Br. RXN SMILES: [Br:1][c:2]1[cH:3][s:4][cH:5][c:6]1[Br:7].[CH2:8]([NH:9][CH2:10][CH3:11])[CH3:12].[CH:13]#[C:14][CH2:15][CH2:16][CH2:17][CH2:18][CH2:19][CH3:20].[Cu:40]([I:41])[I:42].[c:21]1([P:22]([c:23]2[cH:24][cH:25][cH:26][cH:27][cH:28]2)[c:29]2[cH:30][cH:31][cH:32][cH:33][cH:34]2)[cH:35][cH:36][cH:37][cH:38][cH:39]1>>[c:2]1([C:13]#[C:14][CH2:15][CH2:16][CH2:17][CH2:18][CH2:19][CH3:20])[cH:3][s:4][cH:5][c:6]1[Br:7].